Dataset: the Open Reaction Database (ORD), a public repository of structured organic reaction records. Task: describe an organic reaction: reactants, conditions, products, and yield The reactants are O=C(O)CCCCCNC(=O)OCc1ccccc1, CCOC(C)=O, O=[N+]([O-])c1ccc(O)cc1. The product is O=C(CCCCCNC(=O)OCc1ccccc1)Oc1ccc([N+](=O)[O-])cc1. Reaction SMILES: [CH2:1]([c:2]1[cH:3][cH:4][cH:5][cH:6][cH:7]1)[O:8][C:9](=[O:10])[NH:11][CH2:12][CH2:13][CH2:14][CH2:15][CH2:16][C:17](=[O:18])[OH:19].[CH3:30][CH2:31][O:32][C:33](=[O:34])[CH3:35].[N+:20](=[O:21])([O-:22])[c:23]1[cH:24][cH:25][c:26]([OH:29])[cH:27][cH:28]1>>[CH2:1]([c:2]1[cH:3][cH:4][cH:5][cH:6][cH:7]1)[O:8][C:9](=[O:10])[NH:11][CH2:12][CH2:13][CH2:14][CH2:15][CH2:16][C:17]([O:18][c:26]1[cH:25][cH:24][c:23]([N+:20](=[O:21])[O-:22])[cH:28][cH:27]1)=[O:19]. As a reaction SMILES: C([O:3][C:4]([CH:6]1[CH2:11][CH2:10][N:9]([C:12]2[CH:17]=[CH:16][C:15]([C:18]3[CH:19]([CH3:25])[CH2:20][C:21](=[O:24])[NH:22][N:23]=3)=[CH:14][C:13]=2[N+:26]([O-:28])=[O:27])[CH2:8][CH2:7]1)=[O:5])C.[OH-].[Na+]>COC(O)C>[CH3:25][CH:19]1[C:18]([C:15]2[CH:16]=[CH:17][C:12]([N:9]3[CH2:8][CH2:7][CH:6]([C:4]([OH:5])=[O:3])[CH2:11][CH2:10]3)=[C:13]([N+:26]([O-:28])=[O:27])[CH:14]=2)=[N:23][NH:22][C:21](=[O:24])[CH2:20]1 |f:1.2|. Yields the product CC1CC(NN=C1C1=CC(=C(C=C1)N1CCC(CC1)C(=O)O)[N+](=O)[O-])=O (1-[4-(5-methyl-3-oxo-2,3,4,5-tetrahydro-6-pyridazinyl)-2-nitro-phenyl]-piperidine-4-carboxylic acid). Reported procedure: 1.2 g (3.1 mmol) of 1-[2-nitro-4-(5-methyl-3-oxo-2,3,4,5-tetrahydro-6-pyridazinyl)-phenyl]-piperidine-4-carboxylic acid ethyl ester are heated under reflux in a solution of 0.4 g (9.3 mmol) of sodium hydroxide in 40 ml of methoxyethanol. Starting materials: C(C)OC(=O)C1CCN(CC1)C1=C(C=C(C=C1)C=1C(CC(NN1)=O)C)[N+](=O)[O-] (1-[2-nitro-4-(5-methyl-3-oxo-2,3,4,5-tetrahydro-6-pyridazinyl)-phenyl]-piperidine-4-carboxylic acid ethyl ester), [OH-].[Na+] (sodium hydroxide). Run in COC(C)O (methoxyethanol). Starting materials: C(C=C)C1C(C=CC1(C)O)=O (2-allyl-3-hydroxy-3-methyl-4-cyclopentenone), Cl (HCl), C(=C/CCC)/O (2-cis-pentenol), [H-].[Na+] (sodium hydride). Run at time 1 hour. The product is C(C=C)C=1C(CC(C1C)O\C=C/CCC)=O (2-allyl-3-methyl-4-(2-cis-pentenyloxy)-2-cyclopentenone). Reaction SMILES: [CH2:1]([CH:4]1[C:8](O)([CH3:9])[CH:7]=[CH:6][C:5]1=[O:11])[CH:2]=[CH2:3].[CH:12](/[OH:17])=[CH:13]/[CH2:14][CH2:15][CH3:16].[H-].[Na+].Cl>>[CH2:1]([C:4]1[C:5](=[O:11])[CH2:6][CH:7]([O:17]/[CH:12]=[CH:13]\[CH2:14][CH2:15][CH3:16])[C:8]=1[CH3:9])[CH:2]=[CH2:3] |f:2.3|. Reported procedure: Into the same flask as used in Example 1, 2-allyl-3-hydroxy-3-methyl-4-cyclopentenone (0.1 mol; 1 part), 2-cis-pentenol (5 parts) and sodium hydride (1/30 part) were charged, and the mixture was stirred at a temperature of 10° to 15° C. for 1 hour. After completion of the reaction, the mixture was neutralized with 1N HCl and extracted with toluene. Toluene was evaporated off from the organic layer to obtain 2-allyl-3-methyl-4-(2-cis-pentenyloxy)-2-cyclopentenone, which was purified by chromatogr... The reactants are BrC1=CC=NC=C1 (4-Bromopyridine), C(C)B(OC)CC (Diethyl methoxy borane), C(C)(=O)OCC (Ethyl acetate), [Li+].CCC[CH2-] (N-Butyllithium). Solvent: CCOCC (ether), CCOCC (ether), [Cl-].[Na+].O (brine), CCOCC (ether). Run at temperature -40 celsius. Yields the product C(C)B(C1=CC=NC=C1)CC (Diethyl (4-pyridyl borane)). RXN SMILES: [Li+].CCC[CH2-].Br[C:7]1[CH:12]=[CH:11][N:10]=[CH:9][CH:8]=1.[CH2:13]([B:15]([CH2:18][CH3:19])OC)[CH3:14].C(OCC)(=O)C>CCOCC.[Cl-].[Na+].O>[CH2:13]([B:15]([CH2:18][CH3:19])[C:7]1[CH:12]=[CH:11][N:10]=[CH:9][CH:8]=1)[CH3:14] |f:0.1,6.7.8|. Procedure: N-Butyllithium (1.6M in hexanes, 20 ml) was added to dry ether (100 ml) and cooled to −40° C. under nitrogen. The solution was stirred and a solution of 4-Bromopyridine (32 mmols) dissolved in dry ether was added drop wise. The ethereal solution was stirred for 30 minutes at −40° C. then cooled to −70° C. Diethyl methoxy borane (4.6 ml) dissolved in dry ether (50 ml) was added drop wise and the mixture was allowed to warm to room temperature over night. Ethyl acetate (100 ml) and brine (70 ml) w... Reactants: C(C)NCC (Diethylamine), Cl[C@H](C(=O)Cl)C ((S)-2-chloropropionyl chloride), O (water), ClCCl (dichloromethane). The solvent is C(Cl)(Cl)Cl (chloroform). Run at temperature 0 celsius. The product is C(C)N(C([C@H](C)Cl)=O)CC ((S)-N,N-Diethyl-2-chloropropionamide). Reaction SMILES: [CH2:1]([NH:3][CH2:4][CH3:5])[CH3:2].[Cl:6][C@@H:7]([CH3:11])[C:8](Cl)=[O:9].O.ClCCl>C(Cl)(Cl)Cl>[CH2:1]([N:3]([CH2:4][CH3:5])[C:8](=[O:9])[C@@H:7]([Cl:6])[CH3:11])[CH3:2]. Reported procedure: Diethylamine (480 cc) is added to a solution of (S)-2-chloropropionyl chloride (175.2 g) in chloroform (900 cc), which is maintained at 0° C., in the course of 1 hour. Distilled water (400 cc) and dichloromethane (300 cc) are added to the reaction mixture. The organic phase is decanted and then washed with an aqueous 2N hydrochloric acid solution (300 cc) and then with distilled water (400 cc). The organic phase is dried over sodium sulphate, filtered and then concentrated to dryness under reduc... Starting materials: CN(CC(CC12CCC(CC1)CC2)NC(=O)OCc1ccccc1)C(=O)OC(C)(C)C, CO, [OH-], [OH-], [Pd+2]. The product is CN(CC(N)CC12CCC(CC1)CC2)C(=O)OC(C)(C)C. As a reaction SMILES: [C:1]12([CH2:9][CH:10]([CH2:11][N:12]([C:13](=[O:14])[O:15][C:16]([CH3:17])([CH3:18])[CH3:19])[CH3:20])[NH:21][C:22](=[O:23])[O:24][CH2:25][c:26]3[cH:27][cH:28][cH:29][cH:30][cH:31]3)[CH2:2][CH2:3][CH:4]([CH2:5][CH2:6]1)[CH2:7][CH2:8]2.[CH3:35][OH:36].[OH-:32].[OH-:33].[Pd+2:34]>>[C:1]12([CH2:9][CH:10]([CH2:11][N:12]([C:13](=[O:14])[O:15][C:16]([CH3:17])([CH3:18])[CH3:19])[CH3:20])[NH2:21])[CH2:2][CH2:3][CH:4]([CH2:5][CH2:6]1)[CH2:7][CH2:8]2. Reactants: N(O)=C1OCCOC1(C)C (2-oximino-3,3-dimethyl-1,4-dioxane), CN=C=O (methyl isocyanate). Reagents/catalysts: C(C)N(CC)CC (triethylamine). Conditions: time 16 hour. Yields the product CC1(C(OCCO1)=NOC(NC)=O)C (3,3-dimethyl-2-[O-(methylcarbamoyl)oximino]-1,4-dioxane). Reaction SMILES: [N:1](=[C:3]1[C:8]([CH3:10])([CH3:9])[O:7][CH2:6][CH2:5][O:4]1)[OH:2].[CH3:11][N:12]=[C:13]=[O:14]>C(N(CC)CC)C>[CH3:9][C:8]1([CH3:10])[O:7][CH2:6][CH2:5][O:4][C:3]1=[N:1][O:2][C:13](=[O:14])[NH:12][CH3:11]. Reported procedure: To a solution of 16.8 g of crude 2-oximino-3,3-dimethyl-1,4-dioxane and 2 drops of triethylamine was added 17 ml of methyl isocyanate. The reaction mixture was left at ambient temperature for 16 hours. The reaction mixture was concentrated and filtered to yield 4.0 g of 3,3-dimethyl-2-[O-(methylcarbamoyl)oximino]-1,4-dioxane, m.p. 144°-146° C. (m/e 202). The reactants are ClC1=NC=2C=CC=CC2C2=C1N=CN2CC(O)(C)C (4-chlorO-α,α-dimethyl-1H-imidazo-[4,5-c]quinoline-1-ethanol), NN (hydrazine), [N+](=O)([O-])[O-].[Na+] (sodium nitrate). Run in O (water), O (water), C(C)(=O)O (acetic acid), O (water). Product: CC(CN1C=NC=2C=3N(C4=CC=CC=C4C21)N=NN3)(O)C (α,α-dimethyl-6H-imidazo[4,5-c]tetrazolo[1,5-a]quinoline-6-ethanol). Reaction SMILES: Cl[C:2]1[C:11]2[N:12]=[CH:13][N:14]([CH2:15][C:16]([CH3:19])([CH3:18])[OH:17])[C:10]=2[C:9]2[CH:8]=[CH:7][CH:6]=[CH:5][C:4]=2[N:3]=1.[NH2:20][NH2:21].[N+:22]([O-])([O-])=O.[Na+]>O.C(O)(=O)C>[CH3:18][C:16]([CH3:19])([OH:17])[CH2:15][N:14]1[C:10]2[C:9]3[C:8](=[CH:7][CH:6]=[CH:5][CH:4]=3)[N:20]3[N:21]=[N:22][N:3]=[C:2]3[C:11]=2[N:12]=[CH:13]1 |f:2.3|. Procedure details: A suspension of 4-chlorO-α,α-dimethyl-1H-imidazo-[4,5-c]quinoline-1-ethanol (1.0 g, 3.6 mmole, U.S. Pat. No. 4,689,338 Example 189 Part D) in hydrazine (3 mL, 6.9 mmole) was heated on a steam bath for 1 hour then diluted with water. The resulting precipitate was isolated by filtration. The solid was dissolved in a mixture of acetic acid (2 mL) and water (15 mL) then combined with a solution of sodium nitrate (0.5 g) in water. The resulting precipitate was isolated by filtration, washed with wate... The reactants are CC(=O)C (acetone), CC(CC(C)=O)C (4-methylpentan-2-one), CC(=O)C (acetone). Run in C(C)(C)O (isopropanol). The product is double-sided aldolization product, CC(C)CC(CC(C)C)=O (2,6-dimethylheptan-4-one), CC(=CC(C)=O)C (4-methylpent-3-en-2-one). The yield is 2.0%. RXN SMILES: [CH3:1][C:2]([CH3:4])=[O:3].[CH3:5][CH:6]([CH3:11])[CH2:7][C:8](=[O:10])[CH3:9]>C(O)(C)C>[CH3:5][CH:6]([CH2:7][C:8](=[O:10])[CH2:9][CH:2]([CH3:4])[CH3:1])[CH3:11].[CH3:5][C:6]([CH3:7])=[CH:1][C:2](=[O:3])[CH3:4]. Procedure details: Per hour, 1.5 liters of acetone were passed by the trickle method, i.e. from above, through this tubular reactor, which was at 150° C. and under a hydrogen pressure of 25 bar. This speed corresponds to a mean residence time of about 2 hours, within which an acetone conversion of 38% was achieved. The yield of 4-methylpentan-2-one, based on material converted, was 91%; in addition, 1% of isopropanol, 3% of the double-sided aldolization product 2,6-dimethylheptan-4-one and 2% of 4-methylpent-3-en-...